From a dataset of the Open Reaction Database (ORD), a public repository of structured organic reaction records. describe an organic reaction: reactants, conditions, products, and yield Starting materials: CC(=O)O, CC(C)(C)OC(=O)N1C=C(c2ccc3c(N)ncnn23)CCC1, O=[Pt]=O. Yields the product CC(C)(C)OC(=O)N1CCCC(c2ccc3c(N)ncnn23)C1. Reaction SMILES: [CH3:24][C:25](=[O:26])[OH:27].[NH2:1][c:2]1[n:3][cH:4][n:5][n:6]2[c:7]1[cH:8][cH:9][c:10]2[C:11]1=[CH:16][N:15]([C:17](=[O:18])[O:19][C:20]([CH3:21])([CH3:22])[CH3:23])[CH2:14][CH2:13][CH2:12]1.[Pt:28](=[O:29])=[O:30]>>[NH2:1][c:2]1[n:3][cH:4][n:5][n:6]2[c:7]1[cH:8][cH:9][c:10]2[CH:11]1[CH2:12][CH2:13][CH2:14][N:15]([C:17](=[O:18])[O:19][C:20]([CH3:21])([CH3:22])[CH3:23])[CH2:16]1. Reactants: ClC1=CC=C(C(=O)N=C=S)C=C1 (4-chlorobenzoyl isothiocyanate), NC1=C(C(=O)N)C=CC=C1 (2-aminobenzamide). Run in O1CCCC1 (tetrahydrofuran), O1CCCC1 (tetrahydrofuran). Reaction conditions: time 3 hour. Yields the product NC(=O)C1=C(C=CC=C1)NC(NC(C1=CC=C(C=C1)Cl)=O)=S (N-[[[2-(Aminocarbonyl)phenyl]amino]thioxomethyl]-4-chlorobenzamide). Isolated yield 85.8%. Reaction SMILES: [Cl:1][C:2]1[CH:12]=[CH:11][C:5]([C:6]([N:8]=[C:9]=[S:10])=[O:7])=[CH:4][CH:3]=1.[NH2:13][C:14]1[CH:22]=[CH:21][CH:20]=[CH:19][C:15]=1[C:16]([NH2:18])=[O:17]>O1CCCC1>[NH2:18][C:16]([C:15]1[CH:19]=[CH:20][CH:21]=[CH:22][C:14]=1[NH:13][C:9](=[S:10])[NH:8][C:6](=[O:7])[C:5]1[CH:11]=[CH:12][C:2]([Cl:1])=[CH:3][CH:4]=1)=[O:17]. Reported procedure: To a stirred mixture of 10.5 g of 4-chlorobenzoyl isothiocyanate in 100 ml of tetrahydrofuran was added a mixture of 6.8 g of 2-aminobenzamide in 200 ml of tetrahydrofuran. After stirring for 3 hours, the solid was collected, giving 14.3 g of the desired product as grey crystals, mp 204°-206° C. (dec.). The reactants are N (ammonia), N(=O)[O-].[K+] (potassium nitrite), ice water, C1=NCCC2=CC=CC=C12 (3,4-dihydroisoquinoline). Run in S(O)(O)(=O)=O (sulfuric acid). Conditions: time 20 minute. Yields the product [N+](=O)([O-])C1=CC=C2C=CN=CC2=C1 (7-Nitroisoquinoline). Isolated yield 59.1%. As a reaction SMILES: [N:1]([O-:3])=[O:2].[K+].[CH:5]1[C:14]2[C:9](=[CH:10][CH:11]=[CH:12][CH:13]=2)[CH2:8][CH2:7][N:6]=1.N>S(=O)(=O)(O)O>[N+:1]([C:12]1[CH:13]=[C:14]2[C:9]([CH:8]=[CH:7][N:6]=[CH:5]2)=[CH:10][CH:11]=1)([O-:3])=[O:2] |f:0.1|. Procedure: 15 g of potassium nitrite was added to a concentrated sulfuric acid (70 ml) solution containing 18 g (0.14 mol) of 3,4-dihydroisoquinoline was added thereto at −15° C. over 20 minutes. After stirring at room temperature for one hour, the mixture was heated at 60° C. for 40 minutes. The reaction solution was poured into ice-water and basified with an aqueous ammonia. The mixture was extracted with ethyl acetate, and the organic layer was washed with brine and dried over magnesium sulfate. After c...